From a dataset of the Open Reaction Database (ORD), a public repository of structured organic reaction records. describe an organic reaction: reactants, conditions, products, and yield The reactants are O=C([O-])O, CC[N+](CC)(CC)Cc1ccccc1, [Cl-], Oc1nc(-c2ccc(Cl)cc2Cl)cc2nc(C(F)(F)F)nn12, [Na+], O=P(Cl)(Cl)Cl. The product is FC(F)(F)c1nc2cc(-c3ccc(Cl)cc3Cl)nc(Cl)n2n1. Reaction SMILES: [C:23](=[O:24])([OH:25])[O-:26].[CH2:34]([N+:35]([CH2:36][CH3:37])([CH2:38][CH3:39])[CH2:40][CH3:41])[c:42]1[cH:43][cH:44][cH:45][cH:46][cH:47]1.[Cl-:33].[Cl:1][c:2]1[c:3](-[c:9]2[cH:10][c:11]3[n:12]([c:13]([OH:15])[n:14]2)[n:16][c:17]([C:19]([F:20])([F:21])[F:22])[n:18]3)[cH:4][cH:5][c:6]([Cl:8])[cH:7]1.[Na+:27].[P:28]([Cl:29])([Cl:30])([Cl:31])=[O:32]>>[Cl:1][c:2]1[c:3](-[c:9]2[cH:10][c:11]3[n:12]([c:13]([Cl:30])[n:14]2)[n:16][c:17]([C:19]([F:20])([F:21])[F:22])[n:18]3)[cH:4][cH:5][c:6]([Cl:8])[cH:7]1.